Dataset: the Open Reaction Database (ORD), a public repository of structured organic reaction records. Task: describe an organic reaction: reactants, conditions, products, and yield The reactants are S1C2C(C=C1C(=O)N)SC=C2 (3a,6a-Dihydro-thieno[3,2-b]thiophene-2-carboxylic acid amide), O=P(Cl)(Cl)Cl (POCl3), O=P(Cl)(Cl)Cl (POCl3). Run in ClCCl (dichloromethane). Product: S1C2C(C=C1C#N)SC=C2 (3a,6a-Dihydro-thieno[3,2-b]thiophene-2-carbonitrile). The yield is 67.0%. RXN SMILES: [S:1]1[C:5]([C:6]([NH2:8])=O)=[CH:4][CH:3]2[S:9][CH:10]=[CH:11][CH:2]12.O=P(Cl)(Cl)Cl>ClCCl>[S:1]1[C:5]([C:6]#[N:8])=[CH:4][CH:3]2[S:9][CH:10]=[CH:11][CH:2]12. Reported procedure: 3a,6a-Dihydro-thieno[3,2-b]thiophene-2-carboxylic acid amide 2 (4.0 g, 21.6 mmol) was mixed with 50 mL of POCl3 and the mixture was heated to reflux for 2 hours before POCl3 was removed with a rotary evaporator. Dichloromethane (100 mL) was added and then 100 mL of ice water was added dropwise. The organic layer was further washed with water (30 mL) twice before the solvent was removed. The brown oil obtained was passed through a short column of silica gel with dichloromethane as eluent. After r... Reactants: FC1=CC=C2C(=CC=NC2=C1)O (7-fluoro-4-hydroxyquinoline), C=O (formaldehyde), [OH-].[Na+] (sodium hydroxide), C=O (formaldehyde). Run at time 5.5 hour. Product: FC1=CC=C2C(=C(C=NC2=C1)CO)O (7-fluoro-4-hydroxy-3-hydroxymethylquinoline). Reaction SMILES: [F:1][C:2]1[CH:11]=[C:10]2[C:5]([C:6]([OH:12])=[CH:7][CH:8]=[N:9]2)=[CH:4][CH:3]=1.[OH-:13].[Na+].[CH2:15]=O>>[F:1][C:2]1[CH:11]=[C:10]2[C:5]([C:6]([OH:12])=[C:7]([CH2:15][OH:13])[CH:8]=[N:9]2)=[CH:4][CH:3]=1 |f:1.2|. Procedure: A mixture of 7-fluoro-4-hydroxyquinoline (91.5 g., containing some 5-fluoro isomer), aqueous sodium hydroxide (1.0 N, 666 ml.) and aqueous formaldehyde (37%, 91.5 ml.) was stirred at 35°-37° for 5.5 hours. A further portion of aqueous formaldehyde (37%, 91.5 ml.) was added and stirring continued for 64 hours. The solid product was collected by filtration, added to water (600 ml.) and the mixture acidified to pH 4.0 with concentrated hydrochloric acid. The solid residue was collected, washed with... The reactants are CO (CH3OH), C([O-])([O-])=O.[Cs+].[Cs+] (cesium carbonate), BrCCC1=CNC2=CC=CC=C12 (3-(2-bromoethyl)indole), NC1=NC=2C=C(C=CC2C2=C1N=C(S2)CC)O (4-amino-2-ethylthiazolo[4,5-c]quinolin-7-ol). The solvent is CN(C)C=O (DMF), CN(C)C=O (DMF), CN(C)C=O (DMF), CN(C)C=O (DMF). Conditions: temperature 60 celsius. The product is C(C)C=1SC2=C(C(=NC=3C=C(C=CC23)OCCC2=CNC3=CC=CC=C23)N)N1 (2-ethyl-7-[2-(1H-indol-3-yl)ethoxy]thiazolo[4,5-c]quinolin-4-amine). Reaction SMILES: [NH2:1][C:2]1[C:11]2[N:12]=[C:13]([CH2:15][CH3:16])[S:14][C:10]=2[C:9]2[CH:8]=[CH:7][C:6]([OH:17])=[CH:5][C:4]=2[N:3]=1.C(=O)([O-])[O-].[Cs+].[Cs+].Br[CH2:25][CH2:26][C:27]1[C:35]2[C:30](=[CH:31][CH:32]=[CH:33][CH:34]=2)[NH:29][CH:28]=1.CO>CN(C=O)C>[CH2:15]([C:13]1[S:14][C:10]2[C:9]3[CH:8]=[CH:7][C:6]([O:17][CH2:25][CH2:26][C:27]4[C:35]5[C:30](=[CH:31][CH:32]=[CH:33][CH:34]=5)[NH:29][CH:28]=4)=[CH:5][C:4]=3[N:3]=[C:2]([NH2:1])[C:11]=2[N:12]=1)[CH3:16] |f:1.2.3|. Procedure: A scintillation vial was charged with 4-amino-2-ethylthiazolo[4,5-c]quinolin-7-ol (1.0 eq., 1.0 mmol) and anhydrous DMF (2 mL). The mixture was warmed until a solution was obtained. An additional amount of DMF (1 mL) was added. To this stirred orange solution was added cesium carbonate (3.0 eq., 3.0 mmol) and a solution of 3-(2-bromoethyl)indole (1.0 eq., 1.0 mmol) dissolved in DMF (2 mL). Additional DMF (1 mL) was used to rinse the vial. The vial was capped and heated to 60° C. overnight. The r... Reactants: BrC1=C(C=CC=C1)CCC(=O)N(NC(C1=CC=CC=C1)=O)C(C)C (benzoic acid N′-[3-(2-bromo-phenyl)-propionyl]-N′-isopropyl-hydrazide), C(=O)([O-])[O-].[Na+].[Na+] (Na2CO3), FC=1C=CC(=C(C1)B(O)O)OC (5-fluoro-2-methoxy-phenylboronic acid), Pd[PPh3]4. Solvent: COCCOC (DME). The product is FC=1C=CC(=C(C1)C1=C(C=CC=C1)CCC(=O)N(NC(C1=CC=CC=C1)=O)C(C)C)OC (Benzoic acid N′-[3-(5′-fluoro-2′-methoxy-biphenyl-2-yl)-propionyl]-N′-isopropyl-hydrazide). The yield is 31.9%. As a reaction SMILES: Br[C:2]1[CH:7]=[CH:6][CH:5]=[CH:4][C:3]=1[CH2:8][CH2:9][C:10]([N:12]([CH:22]([CH3:24])[CH3:23])[NH:13][C:14](=[O:21])[C:15]1[CH:20]=[CH:19][CH:18]=[CH:17][CH:16]=1)=[O:11].C([O-])([O-])=O.[Na+].[Na+].[F:31][C:32]1[CH:33]=[CH:34][C:35]([O:41][CH3:42])=[C:36](B(O)O)[CH:37]=1>COCCOC>[F:31][C:32]1[CH:37]=[CH:36][C:35]([O:41][CH3:42])=[C:34]([C:2]2[CH:7]=[CH:6][CH:5]=[CH:4][C:3]=2[CH2:8][CH2:9][C:10]([N:12]([CH:22]([CH3:24])[CH3:23])[NH:13][C:14](=[O:21])[C:15]2[CH:20]=[CH:19][CH:18]=[CH:17][CH:16]=2)=[O:11])[CH:33]=1 |f:1.2.3|. Procedure: A solution of benzoic acid N′-[3-(2-bromo-phenyl)-propionyl]-N′-isopropyl-hydrazide (50 mg, 0.13 mmol) in DME (4 ml)/2M Na2CO3 (225 μL, 0.45 mmol) was treated with 5-fluoro-2-methoxy-phenylboronic acid (33 mg, 0.19 mmol) and Pd[PPh3]4 (15 mg, 0.013 mmol) for 18 hours at 90° C. The reaction mixture was partitioned between water and dichloromethane. The organic layer was washed with brine, dried over sodium sulfate, filtered, and concentrated. The crude was absorbed on silica and purified on a sil... Starting materials: BrN1C(CCC1=O)=O (N-bromosuccinic acid imide), C(C1=CC=CC=C1)(=O)OOC(C1=CC=CC=C1)=O (benzoyl peroxide), CN(C(C(=CC1=CC=C(C=C1)[N+](=O)[O-])C)=O)CCCCCCCCCCCCCCCCCC (N-methyl-N-octadecyl-α-methyl-4-nitrocinnamic acid amide). Run in C(Cl)(Cl)(Cl)Cl (carbon tetrachloride). Product: CN(C(C(=CC1=CC=C(C=C1)[N+](=O)[O-])CBr)=O)CCCCCCCCCCCCCCCCCC (N-methyl-N-octadecyl-α-bromomethyl-4-nitrocinnamic acid amide). RXN SMILES: [Br:1]N1C(=O)CCC1=O.C(OOC(=O)C1C=CC=CC=1)(=O)C1C=CC=CC=1.[CH3:27][N:28]([CH2:43][CH2:44][CH2:45][CH2:46][CH2:47][CH2:48][CH2:49][CH2:50][CH2:51][CH2:52][CH2:53][CH2:54][CH2:55][CH2:56][CH2:57][CH2:58][CH2:59][CH3:60])[C:29](=[O:42])[C:30]([CH3:41])=[CH:31][C:32]1[CH:37]=[CH:36][C:35]([N+:38]([O-:40])=[O:39])=[CH:34][CH:33]=1>C(Cl)(Cl)(Cl)Cl>[CH3:27][N:28]([CH2:43][CH2:44][CH2:45][CH2:46][CH2:47][CH2:48][CH2:49][CH2:50][CH2:51][CH2:52][CH2:53][CH2:54][CH2:55][CH2:56][CH2:57][CH2:58][CH2:59][CH3:60])[C:29](=[O:42])[C:30]([CH2:41][Br:1])=[CH:31][C:32]1[CH:37]=[CH:36][C:35]([N+:38]([O-:40])=[O:39])=[CH:34][CH:33]=1. Procedure details: 18 g of N-bromosuccinic acid imide and 0.5 g of benzoyl peroxide were added to a solution of 47 g of N-methyl-N-octadecyl-α-methyl-4-nitrocinnamic acid amide in 400 ml of carbon tetrachloride. The mixture was gradually heated from room temperature under reflux for about 1 hour. The mixture was heated under reflux for 10 hours while being irradiated with light from an incandescent lamp, and then allowed to cool. After the solvent was distilled off under reduced pressure, the residue was then subj... Starting materials: CCOC(=O)C(C)Br, CO, CS(C)=O, [Na], Cc1nc(O)nn1-c1ccccc1. The product is CCOC(=O)C(C)Oc1nc(C)n(-c2ccccc2)n1. Reaction SMILES: [Br:19][CH:20]([C:21](=[O:22])[O:23][CH2:24][CH3:25])[CH3:26].[CH3:27][OH:28].[CH3:2][S:3]([CH3:4])=[O:5].[Na:1].[OH:6][c:7]1[n:8][n:9](-[c:13]2[cH:14][cH:15][cH:16][cH:17][cH:18]2)[c:10]([CH3:12])[n:11]1>>[O:6]([c:7]1[n:8][n:9](-[c:13]2[cH:14][cH:15][cH:16][cH:17][cH:18]2)[c:10]([CH3:12])[n:11]1)[CH:20]([C:21](=[O:22])[O:23][CH2:24][CH3:25])[CH3:26]. Starting materials: O=C1CCOc2ccc([N+](=O)[O-])cc21, [N-]=[N+]=[N-], [Na+], O=C(O)C(Cl)(Cl)Cl, O=S(=O)(O)O. The product is O=C1CCOc2ccc([N+](=O)[O-])cc2N1. RXN SMILES: [N+:13](=[O:14])([O-:15])[c:16]1[cH:17][c:18]2[c:23]([cH:24][cH:25]1)[O:22][CH2:21][CH2:20][C:19]2=[O:26].[N-:28]=[N+:29]=[N-:30].[Na+:27].[OH:1][C:2]([C:3]([Cl:4])([Cl:5])[Cl:6])=[O:7].[S:8](=[O:9])(=[O:10])([OH:11])[OH:12]>>[N+:13](=[O:14])([O-:15])[c:16]1[cH:17][c:18]2[c:23]([cH:24][cH:25]1)[O:22][CH2:21][CH2:20][C:19](=[O:26])[NH:28]2.